This data is from the Open Reaction Database (ORD), a public repository of structured organic reaction records. The task is: describe an organic reaction: reactants, conditions, products, and yield Reactants: CC(C)(C)OC(=O)N1CCNCC1, CS(=O)(=O)c1ccc(C(CC2CCCC2)C(=O)Nc2ncc(SCC(=O)O)s2)cc1. Yields the product CC(C)(C)OC(=O)N1CCN(C(=O)CSc2cnc(NC(=O)C(CC3CCCC3)c3ccc(S(C)(=O)=O)cc3)s2)CC1. RXN SMILES: [C:31]([CH3:32])([CH3:33])([CH3:34])[O:35][C:36](=[O:37])[N:38]1[CH2:39][CH2:40][NH:41][CH2:42][CH2:43]1.[CH:1]1([CH2:6][CH:7]([C:8](=[O:9])[NH:10][c:11]2[s:12][c:13]([S:16][CH2:17][C:18](=[O:19])[OH:20])[cH:14][n:15]2)[c:21]2[cH:22][cH:23][c:24]([S:27](=[O:28])(=[O:29])[CH3:30])[cH:25][cH:26]2)[CH2:2][CH2:3][CH2:4][CH2:5]1>>[CH:1]1([CH2:6][CH:7]([C:8](=[O:9])[NH:10][c:11]2[s:12][c:13]([S:16][CH2:17][C:18](=[O:19])[N:41]3[CH2:40][CH2:39][N:38]([C:36]([O:35][C:31]([CH3:32])([CH3:33])[CH3:34])=[O:37])[CH2:43][CH2:42]3)[cH:14][n:15]2)[c:21]2[cH:22][cH:23][c:24]([S:27](=[O:28])(=[O:29])[CH3:30])[cH:25][cH:26]2)[CH2:2][CH2:3][CH2:4][CH2:5]1. Reactants: [Br-], C1CCOC1, C1CCOC1, C[Mg+], Cc1ccccc1, CCCc1nc(CC)c(C=O)n1Cc1ccc(I)cc1F. Yields the product CCCc1nc(CC)c(C(C)=O)n1Cc1ccc(I)cc1F. Reaction SMILES: [Br-:22].[CH2:25]1[O:26][CH2:27][CH2:28][CH2:29]1.[CH2:37]1[O:38][CH2:39][CH2:40][CH2:41]1.[CH3:23][Mg+:24].[CH3:30][c:31]1[cH:32][cH:33][cH:34][cH:35][cH:36]1.[F:1][c:2]1[c:3]([CH2:4][n:5]2[c:6]([CH2:14][CH2:15][CH3:16])[n:7][c:8]([CH2:12][CH3:13])[c:9]2[CH:10]=[O:11])[cH:17][cH:18][c:19]([I:21])[cH:20]1>>[F:1][c:2]1[c:3]([CH2:4][n:5]2[c:6]([CH2:14][CH2:15][CH3:16])[n:7][c:8]([CH2:12][CH3:13])[c:9]2[C:10](=[O:11])[CH3:23])[cH:17][cH:18][c:19]([I:21])[cH:20]1.